From a dataset of the Open Reaction Database (ORD), a public repository of structured organic reaction records. describe an organic reaction: reactants, conditions, products, and yield As a reaction SMILES: [CH2:11]([Cl:12])[CH2:13][Cl:14].[CH3:57][CH2:58][O:59][C:60]([CH3:61])=[O:62].[CH:26]([N:27]([CH2:28][CH3:29])[CH:30]([CH3:31])[CH3:32])([CH3:33])[CH3:34].[Cl:1][c:2]1[n:3][cH:4][c:5]([C:6](=[O:7])[OH:8])[cH:9][cH:10]1.[Cl:54][CH2:55][Cl:56].[ClH:15].[F:35][C:36]([c:37]1[cH:38][cH:39][c:40]([S:43](=[O:44])(=[O:45])[N:46]2[CH2:47][CH2:48][NH:49][CH2:50][CH2:51]2)[cH:41][cH:42]1)([F:52])[F:53].[OH:16][n:17]1[c:18]2[c:19]([cH:20][cH:21][cH:22][cH:23]2)[n:24][n:25]1>>[Cl:1][c:2]1[n:3][cH:4][c:5]([C:6](=[O:8])[N:49]2[CH2:48][CH2:47][N:46]([S:43]([c:40]3[cH:39][cH:38][c:37]([C:36]([F:35])([F:52])[F:53])[cH:42][cH:41]3)(=[O:44])=[O:45])[CH2:51][CH2:50]2)[cH:9][cH:10]1. Product: O=C(c1ccc(Cl)nc1)N1CCN(S(=O)(=O)c2ccc(C(F)(F)F)cc2)CC1. The reactants are ClCCCl, CCOC(C)=O, CCN(C(C)C)C(C)C, O=C(O)c1ccc(Cl)nc1, ClCCl, Cl, O=S(=O)(c1ccc(C(F)(F)F)cc1)N1CCNCC1, On1nnc2ccccc21. Reactants: C(=O)(OC(C)(C)C)N1[C@H](C=O)CCC1 (Boc-Prolinal), S1C=NC=C1 (thiazole), [Li]CCCC (n-BuLi). Yields the product S1C(=NC=C1)C([C@H]1N(CCC1)C(=O)OC(C)(C)C)O (2-[([1,3]-Thiazol-2-yl)hydroxymethyl]-1-N-(tert-butoxycarbonyl)-(2S)-pyrrolidine). Reaction SMILES: [C:1]([N:8]1[CH2:14][CH2:13][CH2:12][C@H:9]1[CH:10]=[O:11])([O:3][C:4]([CH3:7])([CH3:6])[CH3:5])=[O:2].[S:15]1[CH:19]=[CH:18][N:17]=[CH:16]1.[Li]CCCC>>[S:15]1[CH:19]=[CH:18][N:17]=[C:16]1[CH:10]([OH:11])[C@@H:9]1[CH2:12][CH2:13][CH2:14][N:8]1[C:1]([O:3][C:4]([CH3:7])([CH3:6])[CH3:5])=[O:2]. Reported procedure: 31 (1.0 g, 5.02 mmol), thiazole (0.39 ml, 5.52 mmol), n-BuLi (1.6 M) (3.45 ml 5.52 mmol). Reactants: acid chloride, ClCC=1C=C(C(=O)Cl)C=CC1 (3-chloromethylbenzoyl chloride), ClC1=C(C=CC(=C1)Cl)C=1N=C(SC1C)N(CCC)C(C1=CC=C(C=C1)CO)C1CC1 (4-(2,4-dichlorophenyl)-5-methyl-2-{N-[α-cyclopropyl-4-(hydroxymethyl)benzyl]N-propylamino}thiazole), CO (methanol). Run in N1=CC=CC=C1 (pyridine), C(Cl)Cl (methylene chloride). Reaction conditions: time 2 hour. Product: ClC1=C(C=CC(=C1)Cl)C=1N=C(SC1C)N(CCC)C(C1=CC=C(C=C1)COC(C1=CC(=CC=C1)CCl)=O)C1CC1 (4-(2,4-dichlorophenyl)-5-methyl-2-{N-{α-cyclopropyl-4-[3-(chloromethyl)benzoyloxymethyl]benzyl}-N-propylamino}thiazole). The yield is 81.0%. Reaction SMILES: [Cl:1][CH2:2][C:3]1[CH:4]=[C:5]([CH:9]=[CH:10][CH:11]=1)[C:6](Cl)=[O:7].[Cl:12][C:13]1[CH:18]=[C:17]([Cl:19])[CH:16]=[CH:15][C:14]=1[C:20]1[N:21]=[C:22]([N:26]([CH:30]([CH:39]2[CH2:41][CH2:40]2)[C:31]2[CH:36]=[CH:35][C:34]([CH2:37][OH:38])=[CH:33][CH:32]=2)[CH2:27][CH2:28][CH3:29])[S:23][C:24]=1[CH3:25].CO>N1C=CC=CC=1.C(Cl)Cl>[Cl:12][C:13]1[CH:18]=[C:17]([Cl:19])[CH:16]=[CH:15][C:14]=1[C:20]1[N:21]=[C:22]([N:26]([CH:30]([CH:39]2[CH2:40][CH2:41]2)[C:31]2[CH:32]=[CH:33][C:34]([CH2:37][O:38][C:6](=[O:7])[C:5]3[CH:9]=[CH:10][CH:11]=[C:3]([CH2:2][Cl:1])[CH:4]=3)=[CH:35][CH:36]=2)[CH2:27][CH2:28][CH3:29])[S:23][C:24]=1[CH3:25]. Procedure: 0.6 ml of 3-chloromethylbenzoyl chloride is added dropwise, at 0° C., to 1.6 g of the compound of Example 4 dissolved in 10 ml of anhydrous pyridine. After 2 hours at 0° C., methanol is added to hydrolyze the excess acid chloride and the organic phase is diluted with methylene chloride. This is then washed with 2N hydrochloric acid, with saturated aqueous sodium bicarbonate and then with saturated aqueous sodium chloride and dried over anhydrous sodium sulphate. The organic solvent is evaporated... Reactants: Cc1nc(C)c(-c2ccc(B(O)O)cc2)nc1C(N)=O, CCCC#N, [Cl-], ClCCl, COC(=O)C1(c2cc(F)c(OS(=O)(=O)C(F)(F)F)c(F)c2)CC1, [K+], [K+], [K+], [Li+], O=P([O-])([O-])[O-]. Product: COC(=O)C1(c2cc(F)c(-c3ccc(-c4nc(C(N)=O)c(C)nc4C)cc3)c(F)c2)CC1. RXN SMILES: [C:1]([NH2:2])(=[O:3])[c:4]1[c:5]([CH3:20])[n:6][c:7]([CH3:19])[c:8](-[c:10]2[cH:11][cH:12][c:13]([B:16]([OH:17])[OH:18])[cH:14][cH:15]2)[n:9]1.[CH3:54][CH2:55][CH2:56][C:57]#[N:58].[Cl-:45].[Cl:59][CH2:60][Cl:61].[F:21][c:22]1[cH:23][c:24]([C:37]2([C:40](=[O:41])[O:42][CH3:43])[CH2:38][CH2:39]2)[cH:25][c:26]([F:36])[c:27]1[O:28][S:29]([C:30]([F:31])([F:32])[F:33])(=[O:34])=[O:35].[K+:51].[K+:52].[K+:53].[Li+:44].[P:46]([O-:47])([O-:48])([O-:49])=[O:50]>>[C:1]([NH2:2])(=[O:3])[c:4]1[c:5]([CH3:20])[n:6][c:7]([CH3:19])[c:8](-[c:10]2[cH:11][cH:12][c:13](-[c:27]3[c:22]([F:21])[cH:23][c:24]([C:37]4([C:40](=[O:41])[O:42][CH3:43])[CH2:38][CH2:39]4)[cH:25][c:26]3[F:36])[cH:14][cH:15]2)[n:9]1.